From a dataset of the Open Reaction Database (ORD), a public repository of structured organic reaction records. describe an organic reaction: reactants, conditions, products, and yield Starting materials: CCCC[N+](CCCC)(CCCC)CCCC, C1CCOC1, COC(=O)c1sc(C#CC(C)(C)C)cc1N(C(=O)C1CCC(C)CC1)C1CCC(n2cc([Si](C)(C)C)nn2)CC1, [Cl-], [F-], [NH4+], O. The product is COC(=O)c1sc(C#CC(C)(C)C)cc1N(C(=O)C1CCC(C)CC1)C1CCC(n2ccnn2)CC1. Reaction SMILES: [CH2:42]([N+:43]([CH2:44][CH2:45][CH2:46][CH3:47])([CH2:48][CH2:49][CH2:50][CH3:51])[CH2:52][CH2:53][CH2:54][CH3:55])[CH2:56][CH2:57][CH3:58].[CH2:62]1[O:63][CH2:64][CH2:65][CH2:66]1.[CH3:1][O:2][C:3](=[O:4])[c:5]1[s:6][c:7]([C:35]#[C:36][C:37]([CH3:38])([CH3:39])[CH3:40])[cH:8][c:9]1[N:10]([CH:11]1[CH2:12][CH2:13][CH:14]([n:17]2[n:18][n:19][c:20]([Si:22]([CH3:23])([CH3:24])[CH3:25])[cH:21]2)[CH2:15][CH2:16]1)[C:26](=[O:27])[CH:28]1[CH2:29][CH2:30][CH:31]([CH3:34])[CH2:32][CH2:33]1.[Cl-:60].[F-:41].[NH4+:61].[OH2:59]>>[CH3:1][O:2][C:3](=[O:4])[c:5]1[s:6][c:7]([C:35]#[C:36][C:37]([CH3:38])([CH3:39])[CH3:40])[cH:8][c:9]1[N:10]([CH:11]1[CH2:12][CH2:13][CH:14]([n:17]2[n:18][n:19][cH:20][cH:21]2)[CH2:15][CH2:16]1)[C:26](=[O:27])[CH:28]1[CH2:29][CH2:30][CH:31]([CH3:34])[CH2:32][CH2:33]1. Starting materials: O (water), C1(C=2C(C(N1)=O)=CC=CC2)=O.[K] (potassium phthalimide), C(Cl)(Cl)Cl (chloroform), BrCC(CC)=O (1-bromobutanone). Solvent: CN(C=O)C (dimethylformamide). Run at temperature 80 celsius. Yields the product C1(C=2C(C(N1CC(CC)=O)=O)=CC=CC2)=O (1-phthalimidobutanone). RXN SMILES: [C:1]1(=[O:11])[NH:5][C:4](=[O:6])[C:3]2=[CH:7][CH:8]=[CH:9][CH:10]=[C:2]12.[K].Br[CH2:14][C:15](=[O:18])[CH2:16][CH3:17].C(Cl)(Cl)Cl.O>CN(C)C=O>[C:1]1(=[O:11])[N:5]([CH2:14][C:15](=[O:18])[CH2:16][CH3:17])[C:4](=[O:6])[C:3]2=[CH:7][CH:8]=[CH:9][CH:10]=[C:2]12 |f:0.1,^1:11|. Procedure: To a stirred suspension of potassium phthalimide (5.0 g, 0.027 mmole) in 25ml of dimethylformamide is added, dropwise, 3.80 g (0.025 mmole) of 1-bromobutanone. The mixture is heated for 10 hours at 80° C under nitrogen and then 150 ml of chloroform is added. The resulting mixture is poured into 30 ml of water and the organic layer is separated and washed with 10 ml of 0.2N sodium hydroxide. The resulting chloroform and dimethylformamide solution is dried over anhydrous sodium sulfate, and evapor... Reactants: CCN(CC)c1ccc([N+](=O)[O-])cn1, CCOCC, Cl, O, O, Cl[Sn]Cl. Yields the product CCN(CC)c1ccc(N)cn1. RXN SMILES: [CH2:1]([CH3:2])[N:3]([c:4]1[n:5][cH:6][c:7]([N+:10]([O-:11])=[O:12])[cH:8][cH:9]1)[CH2:13][CH3:14].[CH3:20][CH2:21][O:22][CH2:23][CH3:24].[ClH:25].[OH2:15].[OH2:16].[Sn:17]([Cl:18])[Cl:19]>>[CH2:1]([CH3:2])[N:3]([c:4]1[n:5][cH:6][c:7]([NH2:10])[cH:8][cH:9]1)[CH2:13][CH3:14]. Reactants: CN (methylamine), CN(C)C=O (DMF), C(C(=O)Cl)(=O)Cl (oxalyl chloride), BrC1=CC=C(C=C1)CCC(=O)O (3-(4-bromo-phenyl)-propionic acid). Solvent: C1CCOC1 (THF), O (water), C(Cl)Cl (methylene chloride), C1CCOC1 (THF). Reaction conditions: time 1 hour. The product is BrC1=CC=C(C=C1)CCC(=O)NC (3-(4-Bromo-phenyl)-N-methyl-propionamide). Yield: 41.0%. As a reaction SMILES: C(Cl)(=O)C(Cl)=O.[Br:7][C:8]1[CH:13]=[CH:12][C:11]([CH2:14][CH2:15][C:16]([OH:18])=O)=[CH:10][CH:9]=1.[CH3:19][N:20](C=O)C.CN>C(Cl)Cl.C1COCC1.O>[Br:7][C:8]1[CH:13]=[CH:12][C:11]([CH2:14][CH2:15][C:16]([NH:20][CH3:19])=[O:18])=[CH:10][CH:9]=1. Procedure: Add oxalyl chloride (1.75 mL, 2.54 g, 4 eq.) to a solution of 3-(4-bromo-phenyl)-propionic acid in methylene chloride (100 mL), which contains 0.1 mL DMF at 0° C. and allow the reaction mixture to warm to room temperature and stir 1 hour. Evaporate solvent and dissolve it in 10 mL THF. Add half of the THF solution to 20 mL of methylamine (2M) and stir another hour. Add water to the solution to dissolve solid and wash organic layer with 2N HCl, water and saturated aq. sodium chloride and dry it o... Starting materials: C1OC23[C@]4(C)[C@@H](CC2(OCCO3)OC1)[C@@H]1C[C@@H](C3CCCC[C@]3(C)[C@H]1CC4)NC=O (17,17-bis(ethylendioxy)-6α-formamidoandrostane), C=C1C[C@H]2[C@@H]3CCC([C@@]3(C)CC[C@@H]2[C@]2(CCC(CC12)=O)C)=O (6-methyleneandrostane-3,17-dione). Yields the product C(=O)N[C@H]1C[C@H]2[C@@H]3CCC([C@@]3(C)CC[C@@H]2[C@]2(CCC(CC12)=O)C)=O (6α-Formamidoandrostane-3,17-dione). The yield is 96.0%. As a reaction SMILES: C1CO[C:8]23OCC[O:12][C:3]2([C@:4]2([CH2:27][CH2:26][C@H:25]4[C@@H:15]([CH2:16][C@H:17]([NH:28][CH:29]=[O:30])[CH:18]5[C@:23]4([CH3:24])[CH2:22][CH2:21][CH2:20][CH2:19]5)[C@@H:6]2[CH2:7]3)[CH3:5])O1.C=C1C2[C@](C)(CCC(=[O:50])C2)[C@@H]2[C@H]([C@H]3[C@@](CC2)(C)C(=O)CC3)C1>>[CH:29]([NH:28][C@@H:17]1[CH:18]2[C@:23]([CH3:24])([CH2:22][CH2:21][C:20](=[O:50])[CH2:19]2)[C@@H:25]2[C@H:15]([C@H:6]3[C@@:4]([CH2:27][CH2:26]2)([CH3:5])[C:3](=[O:12])[CH2:8][CH2:7]3)[CH2:16]1)=[O:30]. Procedure: The title compound II-aj was prepared in 96% yield from 3,3:17,17-bis(ethylendioxy)-6α-formamidoandrostane by the procedure described above for the preparation of 6-methyleneandrostane-3,17-dione (II-ac, Prepn. 13). The combined organic extracts were washed with H2O, dried over Na2SO4 and evaporated to dryness. 1H-NMR (300 MHz, DMSO-d6, ppm from TMS): δ 8.02-7.56 (2H, m), 3.74 (1H, m), 2.54-0.70 (20H, m), 1.04 (3H, s), 0.80 (3H, s). Reactants: S(=O)(=O)(OC)OC (dimethyl sulphate), [OH-].[Na+] (NaOH), S(=O)(=O)(OC)OC (dimethyl sulphate), O[C@@H]1C[C@@H](COC1)C(=O)OC (methyl (cis)-5-hydroxytetrahydropyran-3-carboxylate). Reagents/catalysts: [Br-].C(C1=CC=CC=C1)[N+](CC)(CC)CC (benzyltriethylammonium bromide). Run in O (water), C(C)(=O)OCC (ethyl acetate), C1(=CC=CC=C1)C (toluene). Run at time 18 hour. Product: CO[C@@H]1C[C@@H](COC1)C(=O)OC (Methyl (cis)-5-methoxytetrahydropyran-3-carboxylate). RXN SMILES: [OH-].[Na+].S(OC)(O[CH3:7])(=O)=O.[OH:10][C@H:11]1[CH2:16][O:15][CH2:14][C@@H:13]([C:17]([O:19][CH3:20])=[O:18])[CH2:12]1>[Br-].C([N+](CC)(CC)CC)C1C=CC=CC=1.C1(C)C=CC=CC=1.O.C(OCC)(=O)C>[CH3:7][O:10][C@H:11]1[CH2:16][O:15][CH2:14][C@@H:13]([C:17]([O:19][CH3:20])=[O:18])[CH2:12]1 |f:0.1,4.5|. Procedure: 15 ml of 50% NaOH, 367 mg of benzyltriethylammonium bromide and 0.95 ml of dimethyl sulphate are added to a solution of 1.05 g of methyl (cis)-5-hydroxytetrahydropyran-3-carboxylate in 30 ml of toluene. The two-phase mixture is stirred at room temperature for 18 hours. A further 1 ml of dimethyl sulphate is added. The mixture is stirred at room temperature for a further 6 hours, then diluted with water and ethyl acetate, and stirred at room temperature for 20 minutes. The phases are separated, a... The reactants are C(#N)C=1N=CNC1 (4-cyanoimidazole), C(CC)[Mg]Br (n-propyl magnesium bromide), [OH-].[Na+] (sodium hydroxide), S(O)(O)(=O)=O (sulfuric acid). Run in C1CCOC1 (THF), C1CCOC1 (THF), O (Water). Conditions: temperature 20 celsius, time 4 hour. The product is N1C=NC(=C1)C(CCC)=O (1-(1H-imidazol-4-yl)-1-butanone). Isolated yield 83.0%. RXN SMILES: [C:1]([C:3]1[N:4]=[CH:5][NH:6][CH:7]=1)#N.[CH2:8]([Mg]Br)[CH2:9][CH3:10].S(=O)(=O)(O)[OH:14].[OH-].[Na+]>C1COCC1.O>[NH:6]1[CH:7]=[C:3]([C:1](=[O:14])[CH2:8][CH2:9][CH3:10])[N:4]=[CH:5]1 |f:3.4|. Procedure: A solution of 4-cyanoimidazole (2 g, 21.4 mmol) in THF (25 ml) was added dropwise to a solution (68.5 mL, 68.5 mmol, 3.2 equivalents) of 1 M n-propyl magnesium bromide in THF at 0 to 10° C. under a nitrogen atmosphere. The mixture was stirred at 15 to 25° C. for 4 h. Water (20 ml) and 10% aqueous sulfuric acid solution (45 ml) were successively added dropwise, and the mixture was stirred at 1 h. A 30% aqueous sodium hydroxide solution was added dropwise to adjust the pH to 8. After partitioning,... Yield: 52.9%. Reported procedure: 3,4-Dihydroxybenzaldehyde (10 g., 72.4 mmol, 1 equiv.) is dissolved in 150 mL of acetone. 1-Bromodecane (45.1 mL, 0.217 mol, 3 equiv.) is added, followed by K2CO3 (10 g., 72.4 mmol, 1 equiv.), and the mixture heated to reflux for 24 hrs. At this time the reaction was incomplete, and another 10 grams of K2CO3 was added and heating continued for 24 hours. The mixture is allowed to cool to room temperature, and is partitioned between ether and water. The aqueous layer is extracted thrice with ether... RXN SMILES: [OH:1][C:2]1[CH:3]=[C:4]([CH:7]=[CH:8][C:9]=1O)[CH:5]=[O:6].Br[CH2:12][CH2:13][CH2:14][CH2:15][CH2:16][CH2:17][CH2:18][CH2:19][CH2:20][CH3:21].[C:22]([O-:25])([O-])=O.[K+].[K+]>CC(C)=O>[CH2:12]([O:1][C:2]1[CH:3]=[C:4]([CH:7]=[CH:8][C:9]=1[O:25][CH2:22][CH2:12][CH2:13][CH2:14][CH2:15][CH2:16][CH2:17][CH2:18][CH2:19][CH3:20])[CH:5]=[O:6])[CH2:13][CH2:14][CH2:15][CH2:16][CH2:17][CH2:18][CH2:19][CH2:20][CH3:21] |f:2.3.4|. Reactants: C(=O)([O-])[O-].[K+].[K+] (K2CO3), OC=1C=C(C=O)C=CC1O (3,4-Dihydroxybenzaldehyde), C(=O)([O-])[O-].[K+].[K+] (K2CO3), BrCCCCCCCCCC (1-Bromodecane). Conditions: time 24 hour. Run in CC(=O)C (acetone). Product: C(CCCCCCCCC)OC=1C=C(C=O)C=CC1OCCCCCCCCCC (3,4-didecyloxybenzaldehyde). Starting materials: OC1=CC=C(C=C1)C=1N=C2N(C3=C(NC4=C2C=CC=C4)N=CC=C3)C1C1=CC=C(C=C1)C1(CCC1)NC(OC(C)(C)C)=O (tert-Butyl (1-{4-[2-(4-hydroxyphenyl)-9H-imidazo[1,2-d]pyrido[2,3-b][1,4]benzodiazepin-3-yl]phenyl}cyclobutyl)carbamate), Cl.O1CCOCC1 (HCl dioxane). The solvent is CO (MeOH). Reaction conditions: time 34 hour. Product: NC1(CCC1)C1=CC=C(C=C1)C1=C(N=C2N1C1=C(NC3=C2C=CC=C3)N=CC=C1)C1=CC=C(C=C1)O (4-{3-[4-(1-aminocyclobutyl)phenyl]-9H-imidazo[1,2-d]pyrido[2,3-b][1,4]benzodiazepin-2-yl}phenol). Isolated yield 116.6%. As a reaction SMILES: [OH:1][C:2]1[CH:7]=[CH:6][C:5]([C:8]2[N:9]=[C:10]3[C:16]4[CH:17]=[CH:18][CH:19]=[CH:20][C:15]=4[NH:14][C:13]4[N:21]=[CH:22][CH:23]=[CH:24][C:12]=4[N:11]3[C:25]=2[C:26]2[CH:31]=[CH:30][C:29]([C:32]3([NH:36]C(=O)OC(C)(C)C)[CH2:35][CH2:34][CH2:33]3)=[CH:28][CH:27]=2)=[CH:4][CH:3]=1.Cl.O1CCOCC1>CO>[NH2:36][C:32]1([C:29]2[CH:28]=[CH:27][C:26]([C:25]3[N:11]4[C:12]5[CH:24]=[CH:23][CH:22]=[N:21][C:13]=5[NH:14][C:15]5[CH:20]=[CH:19][CH:18]=[CH:17][C:16]=5[C:10]4=[N:9][C:8]=3[C:5]3[CH:4]=[CH:3][C:2]([OH:1])=[CH:7][CH:6]=3)=[CH:31][CH:30]=2)[CH2:33][CH2:34][CH2:35]1 |f:1.2|. Procedure details: tert-Butyl (1-{4-[2-(4-hydroxyphenyl)-9H-imidazo[1,2-d]pyrido[2,3-b][1,4]benzodiazepin-3-yl]phenyl}cyclobutyl)carbamate (34 mg, 0.060 mmol) in MeOH (0.5 mL) was added 4N HCl-dioxane (2 mL) and stirred at room temperature for 34 hours. The mixture was concentrated to afford the desired product (33 mg, 96%) as a brown solid. 1HNMR (DMSO-d6) 400 MHz δ: 8.71-8.67 (m, 3H), 8.13 (dd, J=4.6, 1.4 Hz, 1H), 7.94 (dd, J=8.0, 1.4 Hz, 1H), 7.53 (d, J=9.7 Hz, 2H), 7.41 (t, J=7.7 Hz, 1H), 7.32-7.28 (m, 4H), 7....